This data is from the Open Reaction Database (ORD), a public repository of structured organic reaction records. The task is: describe an organic reaction: reactants, conditions, products, and yield Reactants: C1CCNCC1, CC(=O)O, Cc1ccccc1, CC(C(=O)OC(C)(C)C)c1ccc(C=O)cc1, O=C1CCSCC1. Product: CC(C(=O)OC(C)(C)C)c1ccc(C=C2CSCCC2=O)cc1. As a reaction SMILES: [CH2:25]1[CH2:26][CH2:27][NH:28][CH2:29][CH2:30]1.[CH3:31][C:32](=[O:33])[OH:34].[CH3:35][c:36]1[cH:37][cH:38][cH:39][cH:40][cH:41]1.[CH:1](=[O:2])[c:3]1[cH:4][cH:5][c:6]([CH:9]([C:10](=[O:11])[O:12][C:13]([CH3:14])([CH3:15])[CH3:16])[CH3:17])[cH:7][cH:8]1.[O:18]=[C:19]1[CH2:20][CH2:21][S:22][CH2:23][CH2:24]1>>[CH:1]([c:3]1[cH:4][cH:5][c:6]([CH:9]([C:10](=[O:11])[O:12][C:13]([CH3:14])([CH3:15])[CH3:16])[CH3:17])[cH:7][cH:8]1)=[C:20]1[C:19](=[O:18])[CH2:24][CH2:23][S:22][CH2:21]1. Reactants: ClC1=C(C=CC(=C1Cl)C(CCCCl)=O)OC (2,3-Dichloro-4-(4-chlorobutyryl)anisole), C(C)(=O)O (acetic acid), Cl.CNC (dimethylamine hydrochloride), C=O (paraformaldehyde). The solvent is O (water), CN(C=O)C (N,N-dimethylformamide). Run at time 2 hour. The product is ClC1=C(C=CC(=C1Cl)C(C(CCCl)=C)=O)OC (2,3-Dichloro-4-(2-methylene-4-chlorobutyryl)anisole). RXN SMILES: [Cl:1][C:2]1[C:7]([Cl:8])=[C:6]([C:9](=[O:14])[CH2:10][CH2:11][CH2:12][Cl:13])[CH:5]=[CH:4][C:3]=1[O:15][CH3:16].Cl.[CH3:18]NC.C=O.C(O)(=O)C>O.CN(C)C=O>[Cl:1][C:2]1[C:7]([Cl:8])=[C:6]([C:9](=[O:14])[C:10](=[CH2:18])[CH2:11][CH2:12][Cl:13])[CH:5]=[CH:4][C:3]=1[O:15][CH3:16] |f:1.2|. Reported procedure: 2,3-Dichloro-4-(4-chlorobutyryl)anisole (28.1 g, 0.1 mole), dimethylamine hydrochloride (36.7 g, 0.45 mole) and paraformaldehyde (7.65 g, 0.255 mole) were united and glacial acetic acid (2.6 ml) added. The mixture was stirred and heated on a steam bath under anhydrous conditions for 2 hours. Then the mixture was treated with N,N-dimethylformamide and heating and stirring on a steam bath continued for another 2 hours. The mixture was poured into a mixture of crushed ice and water (800 ml) and ext... Reactants: COC=1C(=CSC1)N (4-Methoxy-3-thiopheneamine), C(C)OC=C(C(=O)OCC)C(=O)OCC (diethyl ethoxymethylenemalonate). The solvent is C1(=CC=CC=C1)C (toluene). Product: C(C)OC(=O)C(C(=O)OCC)=CNC1=CSC=C1OC (Ethyl 2-ethoxycarbonyl-3-(4-methoxy-3-thienylamino)prop-2-enoate). As a reaction SMILES: [CH3:1][O:2][C:3]1[C:4]([NH2:8])=[CH:5][S:6][CH:7]=1.C(O[CH:12]=[C:13]([C:19]([O:21][CH2:22][CH3:23])=[O:20])[C:14]([O:16][CH2:17][CH3:18])=[O:15])C>C1(C)C=CC=CC=1>[CH2:22]([O:21][C:19]([C:13](=[CH:12][NH:8][C:4]1[C:3]([O:2][CH3:1])=[CH:7][S:6][CH:5]=1)[C:14]([O:16][CH2:17][CH3:18])=[O:15])=[O:20])[CH3:23]. Procedure: 4-Methoxy-3-thiopheneamine (11.8 g, 0.091 mol) and diethyl ethoxymethylenemalonate (19.75 g, 0.091 mol) in toluene (300 ml) was heated under reflux in an atmosphere of nitrogen for 18 hours. The solvent was evaporated under reduced pressure to give a buff-coloured solid, this was washed with petroleum ether (b.p. 40°-60°) and the title compound collected by filtration, 25.23 g, m.p. 100°-102°. Reactants: CCOC(=O)C1(Nc2cccc(F)c2)CCN(Cc2ccccc2)CC1, CC(=O)OC(C)=O, [NH4+], [OH-], O. Yields the product CCOC(=O)C1(N(C(C)=O)c2cccc(F)c2)CCN(Cc2ccccc2)CC1. Reaction SMILES: [CH2:1]([c:2]1[cH:3][cH:4][cH:5][cH:6][cH:7]1)[N:8]1[CH2:9][CH2:10][C:11]([C:14](=[O:15])[O:16][CH2:17][CH3:18])([NH:19][c:20]2[cH:21][c:22]([F:26])[cH:23][cH:24][cH:25]2)[CH2:12][CH2:13]1.[CH3:27][C:28](=[O:29])[O:30][C:31](=[O:32])[CH3:33].[NH4+:35].[OH-:34].[OH2:36]>>[CH2:1]([c:2]1[cH:3][cH:4][cH:5][cH:6][cH:7]1)[N:8]1[CH2:9][CH2:10][C:11]([C:14](=[O:15])[O:16][CH2:17][CH3:18])([N:19]([c:20]2[cH:21][c:22]([F:26])[cH:23][cH:24][cH:25]2)[C:28]([CH3:27])=[O:29])[CH2:12][CH2:13]1. RXN SMILES: [NH2:1][CH:2]([CH2:6][CH2:7][C:8](=[O:28])[NH:9][CH:10]([C:21](=[O:27])[NH:22][CH2:23][C:24]([OH:26])=[O:25])[CH2:11][S:12][CH2:13][C:14]([C:16]([O:18][CH2:19][CH3:20])=[O:17])=[O:15])[C:3](O)=[O:4].[C:29]1(C)C=CC(S(O)(=O)=O)=CC=1.[CH3:40][OH:41]>>[CH3:40][O:41][C:3](=[O:4])[CH:2]([NH2:1])[CH2:6][CH2:7][C:8](=[O:28])[NH:9][CH:10]([C:21](=[O:27])[NH:22][CH2:23][C:24]([O:26][CH3:29])=[O:25])[CH2:11][S:12][CH2:13][C:14]([C:16]([O:18][CH2:19][CH3:20])=[O:17])=[O:15]. Procedure details: A mixture of 2-Amino-4-[1-(carboxymethyl-carbamoyl)-2-(2-ethoxycarbonyl-2-oxo-ethylsulfanyl)-ethylcarbamoyl]-butyric acid (200 mg) and p-toluenesulfonic acid (30 mg) in methanol (100 mL) was heated to reflux for 72 h. The solvent was then evaporated and the residue was dried under high vacuum to afford the desired product, 2-amino-4-[2-(2-ethoxycarbonyl-2-oxo-ethylsulfanyl)-1-(methoxycarbonylmethyl-carbamoyl)-ethylcarbamoyl]-butyric acid methyl ester, as a yellowish sticky solid. 1H-NMR (D3COD, ... The reactants are NC(C(=O)O)CCC(NC(CSCC(=O)C(=O)OCC)C(NCC(=O)O)=O)=O (2-Amino-4-[1-(carboxymethyl-carbamoyl)-2-(2-ethoxycarbonyl-2-oxo-ethylsulfanyl)-ethylcarbamoyl]-butyric acid), C1(=CC=C(C=C1)S(=O)(=O)O)C (p-toluenesulfonic acid), CO (methanol). The product is desired product, COC(C(CCC(NC(CSCC(=O)C(=O)OCC)C(NCC(=O)OC)=O)=O)N)=O (2-amino-4-[2-(2-ethoxycarbonyl-2-oxo-ethylsulfanyl)-1-(methoxycarbonylmethyl-carbamoyl)-ethylcarbamoyl]-butyric acid methyl ester). The reactants are ClC(=O)OCC1=CC=CC=C1 (Benzyl chloroformate), NN (hydrazine), C([O-])([O-])=O.[Na+].[Na+] (sodium carbonate). Run in CO (methanol), O (water). Reaction conditions: time 45 minute. Yields the product N(NC(=O)OCC1=CC=CC=C1)C(=O)OCC1=CC=CC=C1 (bis(phenylmethyl) 1,2-hydrazinedicarboxylate). The yield is 71.9%. As a reaction SMILES: Cl[C:2]([O:4][CH2:5][C:6]1[CH:11]=[CH:10][CH:9]=[CH:8][CH:7]=1)=[O:3].[NH2:12][NH2:13].[C:14](=[O:17])([O-])[O-:15].[Na+].[Na+]>CO.O>[NH:12]([C:14]([O:15][CH2:5][C:6]1[CH:11]=[CH:10][CH:9]=[CH:8][CH:7]=1)=[O:17])[NH:13][C:2]([O:4][CH2:5][C:6]1[CH:11]=[CH:10][CH:9]=[CH:8][CH:7]=1)=[O:3] |f:2.3.4|. Reported procedure: Benzyl chloroformate (19.73 mL, 140 mmol) was added dropwise to a solution of hydrazine (2 mL, 63.7 mmol) in methanol (200 mL). Approximately half way through the addition, dropwise addition of a solution of sodium carbonate (14.86 g, 140 mmol) in water (150 mL) commenced. The resulting slurry was stirred for about 45 min before being filtered under suction, isolating a solid which was washed with ice water. The resulting filtrate was concentrated to remove the methanol, yielding a small quantit... Starting materials: CS(=O)(=O)O, CS(=O)(=O)O, CO, NN=CNC(=O)c1[nH]c2cccc3c2c1CCC3O. The product is COC1CCc2c(C(=O)NC=NN)[nH]c3cccc1c23. Reaction SMILES: [CH3:1][S:2]([OH:3])(=[O:4])=[O:5].[CH3:25][S:26](=[O:27])(=[O:28])[OH:29].[CH3:30][OH:31].[NH2:6][N:7]=[CH:8][NH:9][C:10](=[O:11])[c:12]1[nH:13][c:14]2[cH:15][cH:16][cH:17][c:18]3[c:19]2[c:20]1[CH2:21][CH2:22][CH:23]3[OH:24]>>[NH2:6][N:7]=[CH:8][NH:9][C:10](=[O:11])[c:12]1[nH:13][c:14]2[cH:15][cH:16][cH:17][c:18]3[c:19]2[c:20]1[CH2:21][CH2:22][CH:23]3[O:24][CH3:25].